This data is from the Open Reaction Database (ORD), a public repository of structured organic reaction records. The task is: describe an organic reaction: reactants, conditions, products, and yield Reactants: N1N=NN=[C-]1 (tetrazolide), P([O-])([O-])[O-].N1N=NC2=C1C=CC=[C-]2 (benzotriazolide-phosphite), C(C1=CC=CC=C1)(=O)NC1=NC(N([C@H]2[C@H](O)[C@H](O)[C@@H](CO)O2)C=C1)=O (N-Benzoylcytidine), 5'-dimethoxytrityl-deoxynucleoside-3'-dimethylaminophosphoramidites. The solvent is C(C)#N (acetonitrile). Yields the product N1N=NN=C1 (tetrazole), N1N=NC2=C1C=CC=C2 (benzotriazole). RXN SMILES: C(NC1C=CN([C@@H]2O[C@H](CO)[C@@H](O)[C@H]2O)C(=O)N=1)(=O)C1C=CC=CC=1.[NH:26]1[C-:30]=[N:29][N:28]=[N:27]1.P([O-])([O-])[O-].[NH:35]1[C:39]2[CH:40]=[CH:41][CH:42]=[C-:43][C:38]=2[N:37]=[N:36]1>C(#N)C>[NH:26]1[CH:30]=[N:29][N:28]=[N:27]1.[NH:35]1[C:39]2[CH:40]=[CH:41][CH:42]=[CH:43][C:38]=2[N:37]=[N:36]1 |f:2.3|. Reported procedure: N-Benzoylcytidine linked from the 3' hydroxyl group via a hemisuccinate bridge to aminopropyl-substituted HPLC-grade silica (Vydac) was used as the solid-phase support. Samples (100 mg each; 10 micromoles) were shaken in sealed test tubes in acetonitrile (1 ml) with each of the four 5'-dimethoxytrityl-deoxynucleoside-3'-dimethylaminophosphoramidites and either tetrazole (1 mmole) or benzotriazole (600 micromoles) to form the tetrazolide or benzotriazolide-phosphite active species, the latter bei... The reactants are CCOC(=O)N=NC(=O)OCC, C1CCOC1, O=C(c1ccc(O)cc1)c1ccc([N+](=O)[O-])cc1, OC1CCOCC1, c1ccc(P(c2ccccc2)c2ccccc2)cc1. The product is O=C(c1ccc(OC2CCOCC2)cc1)c1ccc([N+](=O)[O-])cc1. Reaction SMILES: [O:1]=[C:2]([O:3][CH2:4][CH3:5])[N:6]=[N:7][C:8]([O:9][CH2:10][CH3:11])=[O:12].[O:57]1[CH2:58][CH2:59][CH2:60][CH2:61]1.[OH:13][c:14]1[cH:15][cH:16][c:17]([C:18](=[O:19])[c:20]2[cH:21][cH:22][c:23]([N+:26](=[O:27])[O-:28])[cH:24][cH:25]2)[cH:29][cH:30]1.[OH:31][CH:32]1[CH2:33][CH2:34][O:35][CH2:36][CH2:37]1.[c:38]1([P:39]([c:40]2[cH:41][cH:42][cH:43][cH:44][cH:45]2)[c:46]2[cH:47][cH:48][cH:49][cH:50][cH:51]2)[cH:52][cH:53][cH:54][cH:55][cH:56]1>>[O:13]([c:14]1[cH:15][cH:16][c:17]([C:18](=[O:19])[c:20]2[cH:21][cH:22][c:23]([N+:26](=[O:27])[O-:28])[cH:24][cH:25]2)[cH:29][cH:30]1)[CH:32]1[CH2:33][CH2:34][O:35][CH2:36][CH2:37]1. Reactants: NC1=CC=C(C=C1)CCC1=CC2=C(N(C3=C(N(C2=O)C)C=CC(=N3)Cl)CC)N=C1 (8-[2-(4-aminophenyl)ethyl]-2-chloro-5,11-dihydro-11-ethyl-5-methyl-6H-dipyrido[3,2-b:2',3'-e][1,4]diazepin-6-one), N1=CC=CC=C1 (pyridine), CS(=O)(=O)Cl (methanesulfonyl chloride). Run in ClCCl (dichloromethane). Run at time 8 hour. The product is ClC=1C=CC=2N(C(C3=C(N(C2N1)CC)N=CC(=C3)CCC3=CC=C(C=C3)NS(=O)(=O)C)=O)C (2Chloro-5,11-dihydro-11-ethyl-5-methyl-8-[2-(4-methylsulfonamidophenyl)ethyl]-6H-dipyrido[3,2-b:2',3'-e][1,4]diazepin-6-one). RXN SMILES: [NH2:1][C:2]1[CH:7]=[CH:6][C:5]([CH2:8][CH2:9][C:10]2[CH:29]=[N:28][C:13]3[N:14]([CH2:26][CH3:27])[C:15]4[N:24]=[C:23]([Cl:25])[CH:22]=[CH:21][C:16]=4[N:17]([CH3:20])[C:18](=[O:19])[C:12]=3[CH:11]=2)=[CH:4][CH:3]=1.N1C=CC=CC=1.[CH3:36][S:37](Cl)(=[O:39])=[O:38]>ClCCl>[Cl:25][C:23]1[CH:22]=[CH:21][C:16]2[N:17]([CH3:20])[C:18](=[O:19])[C:12]3[CH:11]=[C:10]([CH2:9][CH2:8][C:5]4[CH:6]=[CH:7][C:2]([NH:1][S:37]([CH3:36])(=[O:39])=[O:38])=[CH:3][CH:4]=4)[CH:29]=[N:28][C:13]=3[N:14]([CH2:26][CH3:27])[C:15]=2[N:24]=1. Reported procedure: To a solution of 8-[2-(4-aminophenyl)ethyl]-2-chloro-5,11-dihydro-11-ethyl-5-methyl-6H-dipyrido[3,2-b:2',3'-e][1,4]diazepin-6-one (16 mg, 0.04 mmol) and 6 μL of pyridine in dichloromethane at 0° C. was added 5 μL of methanesulfonyl chloride. The reaction mixture was allowed to stir at room temperature overnight. The orange reaction mixture was then concentrated to dryness and the product was purified by flash chromatography, eluting with methanol/dichloromethane, and recrystallization from ethan...